The task is: describe an organic reaction: reactants, conditions, products, and yield. This data is from the Open Reaction Database (ORD), a public repository of structured organic reaction records. Starting materials: CS(C)=O, CCN(C(C)C)C(C)C, O, c1ccc(-c2csc(N3CCNCC3)n2)cc1, O=C(Nc1cncnc1)OCC(Cl)(Cl)Cl. The product is O=C(Nc1cncnc1)N1CCN(c2nc(-c3ccccc3)cs2)CC1. Reaction SMILES: [CH3:42][S:43]([CH3:44])=[O:45].[CH:33]([N:34]([CH:35]([CH3:36])[CH3:37])[CH2:38][CH3:39])([CH3:40])[CH3:41].[OH2:46].[c:16]1(-[c:22]2[n:23][c:24]([N:27]3[CH2:28][CH2:29][NH:30][CH2:31][CH2:32]3)[s:25][cH:26]2)[cH:17][cH:18][cH:19][cH:20][cH:21]1.[n:1]1[cH:2][n:3][cH:4][c:5]([NH:7][C:8]([O:9][CH2:10][C:11]([Cl:12])([Cl:13])[Cl:14])=[O:15])[cH:6]1>>[n:1]1[cH:2][n:3][cH:4][c:5]([NH:7][C:8](=[O:15])[N:30]2[CH2:29][CH2:28][N:27]([c:24]3[n:23][c:22](-[c:16]4[cH:17][cH:18][cH:19][cH:20][cH:21]4)[cH:26][s:25]3)[CH2:32][CH2:31]2)[cH:6]1. Starting materials: BrC=1C(=C(C=C(C=O)C1)O)O (5-bromo-3,4-dihydroxybenzaldehyde), COC=1C=C(CBr)C=CC1 (3-methoxybenzyl bromide), C([O-])([O-])=O.[K+].[K+] (potassium carbonate). Reagents/catalysts: [I-].C(CCC)[N+](CCCC)(CCCC)CCCC (tetrabutylammonium iodide). The solvent is CN(C)C=O (DMF), O (water). Conditions: temperature 60 celsius, time 3 hour. Product: BrC=1C=C(C=O)C=C(C1OCC1=CC(=CC=C1)OC)OCC1=CC(=CC=C1)OC (3-Bromo-4,5-bis-(3-methoxy-benzyloxy)-benzaldehyde). As a reaction SMILES: [Br:1][C:2]1[C:3]([OH:11])=[C:4]([OH:10])[CH:5]=[C:6]([CH:9]=1)[CH:7]=[O:8].[CH3:12][O:13][C:14]1[CH:15]=[C:16]([CH:19]=[CH:20][CH:21]=1)[CH2:17]Br.[C:22](=[O:25])([O-])[O-].[K+].[K+]>[I-].C([N+](CCCC)(CCCC)CCCC)CCC.CN(C=O)C.O>[Br:1][C:2]1[CH:9]=[C:6]([CH:5]=[C:4]([O:10][CH2:7][C:6]2[CH:9]=[CH:2][CH:3]=[C:4]([O:25][CH3:22])[CH:5]=2)[C:3]=1[O:11][CH2:17][C:16]1[CH:19]=[CH:20][CH:21]=[C:14]([O:13][CH3:12])[CH:15]=1)[CH:7]=[O:8] |f:2.3.4,5.6|. Reported procedure: A mixture of 5-bromo-3,4-dihydroxybenzaldehyde (100 mg), 3-methoxybenzyl bromide (71 μl), potassium carbonate (140 mg) and tetrabutylammonium iodide (10 mg) in 5 ml of DMF was stirred at 60° C. for 3 h. The reaction mixture was diluted with water and extracted with ethyl acetate. The organic layer was dried (MgSO4), filtered and concentrated in vacuo.